From a dataset of the Open Reaction Database (ORD), a public repository of structured organic reaction records. describe an organic reaction: reactants, conditions, products, and yield The reactants are OC1C(C2=CC=CC=C2C1=C)=O (2-hydroxy-methylene-1-indanone), C(C)(=O)[O-].[NH4+] (ammonium acetate). Solvent: C(C)O (ethanol). Run at time 8 hour. The product is NC=C1C(C2=CC=CC=C2C1)=O (2-aminomethylene-1-indanone). RXN SMILES: O[CH:2]1C(=C)[C:9]2[C:4](=[CH:5][CH:6]=[CH:7][CH:8]=2)[C:3]1=O.[C:13]([O-:16])(=O)[CH3:14].[NH4+:17]>C(O)C>[NH2:17][CH:2]=[C:3]1[CH2:4][C:5]2[C:14](=[CH:9][CH:8]=[CH:7][CH:6]=2)[C:13]1=[O:16] |f:1.2|. Procedure details: To a stirred solution of 2-hydroxy-methylene-1-indanone (1.6 kg. as a 3.7 kg. wet cake) dissolved in ethanol (30 liters), and under a nitrogen atmosphere was added ammonium acetate (1.92 kg. 24.8 mole). After eight hours the reaction was complete and the ethanol was removed by vacuum distillation. The reaction mixture was cooled to room temperature and after filtration and air drying (1 hr.) yielded crude 2-aminomethylene-1-indanone (I) as orange crystals. The crystals were then dissolved in a m... Reactants: CO, CCO, COc1cccc(S(=O)c2cccc(F)c2C#N)c1, [NH4+], [OH-]. Product: COc1cccc(S(=O)c2cccc(N)c2C#N)c1. Reaction SMILES: [CH3:22][OH:23].[CH3:24][CH2:25][OH:26].[F:1][c:2]1[c:3]([C:4]#[N:5])[c:6]([S:10](=[O:11])[c:12]2[cH:13][c:14]([O:18][CH3:19])[cH:15][cH:16][cH:17]2)[cH:7][cH:8][cH:9]1.[NH4+:21].[OH-:20]>>[c:2]1([NH2:21])[c:3]([C:4]#[N:5])[c:6]([S:10](=[O:11])[c:12]2[cH:13][c:14]([O:18][CH3:19])[cH:15][cH:16][cH:17]2)[cH:7][cH:8][cH:9]1. The reactants are C1[C@H](ON=C1Cl)[C@@H](C(=O)O)N (AT-125), Cl (hydrochloric acid), C([O-])(O)=O.[Na+] (sodium bicarbonate), OCC1C2=CC=CC=C2C=2C=CC=C(C12)C(=O)Cl (9-hydroxymethyl fluorenylcarbonyl chloride). Solvent: C(C)(=O)OCC (ethyl acetate), O (water). Conditions: time 2 hour. Yields the product ClC1=NOC(C1)C(C(=O)O)NC(=O)OCC1C2=CC=CC=C2C=2C=CC=CC12 (3-chloro-α-[[(9H-fluoren-9-yl-methoxy)carbonyl]amino]-4,5-dihydro-5-isoxazole acetic acid). Reaction SMILES: [CH2:1]1[C:5]([Cl:6])=[N:4][O:3][C@@H:2]1[C@H:7]([NH2:11])[C:8]([OH:10])=[O:9].[C:12](=[O:15])(O)[O-:13].[Na+].O[CH2:18][CH:19]1[C:31]2[C:30](C(Cl)=O)=[CH:29][CH:28]=[CH:27][C:26]=2[C:25]2[C:20]1=[CH:21][CH:22]=[CH:23][CH:24]=2.Cl>C(OCC)(=O)C.O>[Cl:6][C:5]1[CH2:1][CH:2]([CH:7]([NH:11][C:12]([O:13][CH2:18][CH:19]2[C:20]3[CH:21]=[CH:22][CH:23]=[CH:24][C:25]=3[C:26]3[C:31]2=[CH:30][CH:29]=[CH:28][CH:27]=3)=[O:15])[C:8]([OH:10])=[O:9])[O:3][N:4]=1 |f:1.2|. Reported procedure: To 178 mg. of AT-125 in 4 ml. of water is added 300 mg. of sodium bicarbonate. After cooling the mixture to 0°-5° C., 300 mg. of 9-hydroxymethyl fluorenylcarbonyl chloride is added and it is stirred for two hours and allowed to stand overnight at room temperature. The resulting semi solid is taken up in ethyl acetate and 1 N hydrochloric acid is added until a pH of 3 is attained. The organic phase is separated, dried over sodium sulfate, concentrated and chromatographed on 20 g. of CC-4 silica g... Run in O (water), C(C(C)O)O (1,2-propanediol). Procedure: To 5-sulpho-2,3,3-trimethylindole (potassium salt) (5.0 g, 18 mmol) was added 6-bromohexanoic acid (10.56 g, 53.8 mmol) in 1,2-propanediol (15 ml) and heated at 80° C. for 72 hours. The mixture was cooled and diluted with water (60 ml) and a solution of NaOH (10% in water, 60 ml) with stirring. The product was purified using preparative HPLC (Dynamax, C18 column, gradient of TFA/H2O to TFA/MeCN) to yield a grey/pink solid (2.4 g, 28%). Conditions: temperature 80 celsius. The yield is 30.7%. The reactants are S(=O)(=O)(O)C=1C=C2C(C(=NC2=CC1)C)(C)C (5-sulpho-2,3,3-trimethylindole), BrCCCCCC(=O)O (6-bromohexanoic acid), [OH-].[Na+] (NaOH). Product: [Br-].C(=O)(O)CCCCC[N+]1=C(C(C2=CC(=CC=C12)S(=O)(=O)O)(C)C)C (1-(5-Carboxypentyl)-5-sulpho-2,3,3-trimethylindolium bromide). As a reaction SMILES: [S:1]([C:5]1[CH:6]=[C:7]2[C:11](=[CH:12][CH:13]=1)[N:10]=[C:9]([CH3:14])[C:8]2([CH3:16])[CH3:15])([OH:4])(=[O:3])=[O:2].[Br:17][CH2:18][CH2:19][CH2:20][CH2:21][CH2:22][C:23]([OH:25])=[O:24].[OH-].[Na+]>C(O)C(O)C.O>[Br-:17].[C:23]([CH2:22][CH2:21][CH2:20][CH2:19][CH2:18][N+:10]1[C:11]2[C:7](=[CH:6][C:5]([S:1]([OH:4])(=[O:2])=[O:3])=[CH:13][CH:12]=2)[C:8]([CH3:16])([CH3:15])[C:9]=1[CH3:14])([OH:25])=[O:24] |f:2.3,6.7|. Reactants: C1COC(=O)N1P(=O)(N2CCOC2=O)Cl (BOPCl), C(C)(C)N(CC)C(C)C (IPEA), C(NN)(=O)OC(C)(C)C (tert-butyl carbazate), ClCCC\C(\C(=O)O)=C/C1=CC(=C(C=C1)N1C=NC(=C1)C)OC (5-Chloro-2-[1-[3-methoxy-4-(4-methyl-1H-imidazol-1-yl)phenyl]-(E)-methylidene]pentanoic acid). The solvent is C(C)(=O)OCC (ethyl acetate), O (Water), ClCCl (dichloromethane). Reaction conditions: time 3 hour. Yields the product ClCCC\C(\C(=O)NN)=C/C1=CC(=C(C=C1)N1C=NC(=C1)C)OC (5-chloro-2-[1-[3-methoxy-4-(4-methyl-1H-imidazol-1-yl)phenyl]-(E)-methylidene]-pentanoic acid hydrazide). As a reaction SMILES: [Cl:1][CH2:2][CH2:3][CH2:4]/[C:5](=[CH:9]\[C:10]1[CH:15]=[CH:14][C:13]([N:16]2[CH:20]=[C:19]([CH3:21])[N:18]=[CH:17]2)=[C:12]([O:22][CH3:23])[CH:11]=1)/[C:6](O)=[O:7].C1N(P(Cl)(N2C(=O)OCC2)=O)C(=O)OC1.C(N(C(C)C)CC)(C)C.C(OC(C)(C)C)(=O)[NH:49][NH2:50]>ClCCl.C(OCC)(=O)C.O>[Cl:1][CH2:2][CH2:3][CH2:4]/[C:5](=[CH:9]\[C:10]1[CH:15]=[CH:14][C:13]([N:16]2[CH:20]=[C:19]([CH3:21])[N:18]=[CH:17]2)=[C:12]([O:22][CH3:23])[CH:11]=1)/[C:6]([NH:49][NH2:50])=[O:7]. Procedure details: 5-Chloro-2-[1-[3-methoxy-4-(4-methyl-1H-imidazol-1-yl)phenyl]-(E)-methylidene]pentanoic acid (CAS No. 870843-27-9, 10 g) was dissolved in dichloromethane (130 mL). BOPCl (4.53 g), IPEA (12.3 g) and tert-butyl carbazate (2.82 g) were added and the reaction solution was stirred at room temperature for three hours. Water and ethyl acetate were added to the reaction solution, and the organic layer was separated. The organic layer was washed with a 1 N sodium hydroxide solution and 1 N hydrochloric a... Reactants: O=C1CCC(=O)N1Br, ClC(Cl)(Cl)Cl, Cc1ccc(-c2ccccc2F)cc1. The product is Fc1ccccc1-c1ccc(CBr)cc1. Reaction SMILES: [Br:15][N:16]1[C:17](=[O:18])[CH2:19][CH2:20][C:21]1=[O:22].[C:23]([Cl:24])([Cl:25])([Cl:26])[Cl:27].[F:1][c:2]1[c:3](-[c:8]2[cH:9][cH:10][c:11]([CH3:14])[cH:12][cH:13]2)[cH:4][cH:5][cH:6][cH:7]1>>[F:1][c:2]1[c:3](-[c:8]2[cH:9][cH:10][c:11]([CH2:14][Br:15])[cH:12][cH:13]2)[cH:4][cH:5][cH:6][cH:7]1.